This data is from the Open Reaction Database (ORD), a public repository of structured organic reaction records. The task is: describe an organic reaction: reactants, conditions, products, and yield Reactants: O (water), [F-].[K+] (potassium fluoride), O (water), F\C(=C(/[Si](C)(C)C)\F)\[C@@H]1CC[C@H](CC1)CCC ((Z)-1,2-difluoro-1-(trans-4-n-propylcyclohexyl)-2-trimethylsilylethylene). The solvent is C(C)#N (acetonitrile). The product is F\C(=C\F)\[C@@H]1CC[C@H](CC1)CCC ((E)-1,2-difluoro-1-(trans-4-n-propylcyclohexyl)ethylene). Yield: 79.7%. As a reaction SMILES: [F:1]/[C:2](/[C@H:9]1[CH2:14][CH2:13][C@H:12]([CH2:15][CH2:16][CH3:17])[CH2:11][CH2:10]1)=[C:3](/[F:8])\[Si](C)(C)C.[F-].[K+].O>C(#N)C>[F:1]/[C:2](/[C@H:9]1[CH2:14][CH2:13][C@H:12]([CH2:15][CH2:16][CH3:17])[CH2:11][CH2:10]1)=[CH:3]/[F:8] |f:1.2|. Procedure details: Then, 18.2 g (0.07 mol) of the obtained (Z)-1,2-difluoro-1-(trans-4-n-propylcyclohexyl)-2-trimethylsilylethylene was dissolved in 50 ml of acetonitrile, and then 8.12 g (0.14 mol) of potassium fluoride and 3.78 g (0.21 mol) of water were added thereto. The mixture was reacted for one hour at 50° C. The reaction mixture was cooled, and then 200 ml of water was added thereto. The mixture was extracted with methylene chloride. The organic layer was washed with a saturated sodium chloride aqueous so... Starting materials: C1(CC1)C1=C(C(=NO1)[C@H]1[C@@H](C1)C(F)(F)F)C(=O)OC (methyl 5-cyclopropyl-3-((trans)-2-(trifluoromethyl)cyclopropyl)isoxazole-4-carboxylate), [H-].[Al+3].[Li+].[H-].[H-].[H-] (lithium aluminum hydride), Cl (HCl). The solvent is C1CCOC1 (THF). Run at temperature 0 celsius, time 2 hour. Yields the product C1(CC1)C1=C(C(=NO1)[C@H]1[C@@H](C1)C(F)(F)F)CO ((5-cyclopropyl-3-((trans)-2-(trifluoromethyl)-cyclopropyl)isoxazol-4-yl)methanol). Reaction SMILES: [CH:1]1([C:4]2[O:8][N:7]=[C:6]([C@@H:9]3[CH2:11][C@H:10]3[C:12]([F:15])([F:14])[F:13])[C:5]=2[C:16](OC)=[O:17])[CH2:3][CH2:2]1.[H-].[Al+3].[Li+].[H-].[H-].[H-].Cl>C1COCC1>[CH:1]1([C:4]2[O:8][N:7]=[C:6]([C@@H:9]3[CH2:11][C@H:10]3[C:12]([F:14])([F:13])[F:15])[C:5]=2[CH2:16][OH:17])[CH2:2][CH2:3]1 |f:1.2.3.4.5.6|. Procedure: A cold (0°C.) solution of methyl 5-cyclopropyl-3-((trans)-2-(trifluoromethyl)cyclopropyl)isoxazole-4-carboxylate (193 mg, 0.7 mmol) in THF (2.3 mL) was treated with the dropwise addition of lithium aluminum hydride (1.4 mL, 1M solution in THF). Afte(2 hr of stirring, the reaction was cooled to 0°C. and treated with the dropwise addition of 1N HCl (aq.) until a solution persisted. The reaction was then extracted with EtOAc. The organic phase was dried (MgSO4), filtered, concentrated, and chromato... Starting materials: COC(C(C)NCC(=O)OC(C)(C)C)=O (2-(Tert-butoxycarbonylmethyl-amino)-propionic acid methyl ester), FC1=C(C=C(CC2=NNC(C3=CC=CC=C23)=O)C=C1)N=C=O (4-(4-Fluoro-3-isocyanato-benzyl)-2H-phthalazin-1-one), ureas. Solvent: C(Cl)Cl (DCM). Reaction conditions: time 48 hour. Yields the product C(C)(C)(C)OC(CN1C(N(C(C1C)=O)C1=C(C=CC(=C1)CC1=NNC(C2=CC=CC=C12)=O)F)=O)=O ({3-[2-Fluoro-5-(4-oxo-3,4-dihydro-phthalazin-1-ylmethyl)-phenyl]-5-methyl-2,4-dioxo-imidazolidin-1-yl}-acetic acid tert-butyl ester). As a reaction SMILES: [F:1][C:2]1[CH:19]=[CH:18][C:5]([CH2:6][C:7]2[C:16]3[C:11](=[CH:12][CH:13]=[CH:14][CH:15]=3)[C:10](=[O:17])[NH:9][N:8]=2)=[CH:4][C:3]=1[N:20]=[C:21]=[O:22].C[O:24][C:25](=O)[CH:26]([NH:28][CH2:29][C:30]([O:32][C:33]([CH3:36])([CH3:35])[CH3:34])=[O:31])[CH3:27]>C(Cl)Cl>[C:33]([O:32][C:30](=[O:31])[CH2:29][N:28]1[CH:26]([CH3:27])[C:25](=[O:24])[N:20]([C:3]2[CH:4]=[C:5]([CH2:6][C:7]3[C:16]4[C:11](=[CH:12][CH:13]=[CH:14][CH:15]=4)[C:10](=[O:17])[NH:9][N:8]=3)[CH:18]=[CH:19][C:2]=2[F:1])[C:21]1=[O:22])([CH3:35])([CH3:34])[CH3:36]. Procedure details: To a suspension of 4-(3-isocyanato-benzyl)-2H-phthalazin-1-one (2)(3.12 mmol) in dry DCM (80 ml) in the presence of activated 4 Å molecular sieves (ca 5 g) was added 2-(tert-butoxycarbonylmethyl-amino)-propionic acid methyl ester (33A)(1.07 g, 4.7 mmol). The reaction was then stirred for 48 hours at ambient temperature. HPLC analysis showed there to a mixture of cyclised and uncyclised ureas 1:1 ratio. The mixture was filtered and concentrated in vacuo. The crude oil was then subjected to flash ...